This data is from the Open Reaction Database (ORD), a public repository of structured organic reaction records. The task is: describe an organic reaction: reactants, conditions, products, and yield Reactants: Cl (HCl), COC([C@](N)([C@H](CSC)C(=O)C1NCCC2=CC=CC=C12)C(C[C@H](CC)C)NC(=O)OC(C)(C)C)=O (2(S)-(t-butyloxycarbonylamino-3(S)-methylpentyl]-1,2,3,4-tetrahydro-3(S)-isoquinolinecarbonyl-methionine methyl ester). Solvent: CCOC(=O)C (EtOAc). Conditions: temperature -20 celsius, time 0.5 hour. Product: COC([C@@H](NC[C@H]([C@H](CC)C)N)[C@H](CSC)C(=O)C1NCCC2=CC=CC=C12)=O (N-[2(S)-amino-3(S)-methylpentyl]-1,2,3,4-tetrahydro-3(S)-isoquinolinecarbonyl-methionine methyl ester). Reaction SMILES: Cl.[CH3:2][O:3][C:4](=[O:37])[C@@:5](C(NC(OC(C)(C)C)=O)C[C@@H](C)CC)([C@@H:7]([C:11]([CH:13]1[C:22]2[C:17](=[CH:18][CH:19]=[CH:20][CH:21]=2)[CH2:16][CH2:15][NH:14]1)=[O:12])[CH2:8][S:9][CH3:10])[NH2:6]>CCOC(C)=O>[CH3:2][O:3][C:4](=[O:37])[C@H:5]([C@@H:7]([C:11]([CH:13]1[C:22]2[C:17](=[CH:18][CH:19]=[CH:20][CH:21]=2)[CH2:16][CH2:15][NH:14]1)=[O:12])[CH2:8][S:9][CH3:10])[NH:6][CH2:4][C@@H:5]([NH2:6])[C@@H:7]([CH3:8])[CH2:11][CH3:13]. Reported procedure: HCl gas was bubbled into a solution of N-[2(S)-(t-butyloxycarbonylamino-3(S)-methylpentyl]-1,2,3,4-tetrahydro-3(S)-isoquinolinecarbonyl-methionine methyl ester (0.37 g, 0.71 mmol) in EtOAc (25 mL) with stirring at -20° C. over 0.5 h. The solution was purged with argon for 0.5 h, then concentrated to give the title compound as a white solid which was used without further purification. Reactants: COC=1C=C(C=CC1OC)C1=NNC([C@H]2CCCC[C@@H]12)=O ((cis)-4-(3,4-Dimethoxyphenyl)-4a,5,6,7,8,8a-hexahydro-2H-phthalazin-1-one), BrCCC (1-bromopropane), C(C)OC=1C=C(C=CC1OC)C1=NNC([C@H]2CC=CC[C@@H]12)=O ((cis)-4-(3-Ethoxy-4-methoxyphenyl)-4a,5,8,8a-tetrahydro-2H-phthalazin-1-one). Yields the product COC=1C=C(C=CC1OC)C1=NN(C([C@H]2CCCC[C@@H]12)=O)CCC ((cis)-4-(3,4-Dimethoxyphenyl)-2-(n-propyl)-4a,5,6,7,8,8a-hexahydro-2H-phthalazin-1-one). As a reaction SMILES: [CH3:1][O:2][C:3]1[CH:4]=[C:5]([C:11]2[C@H:20]3[C@H:15]([CH2:16][CH2:17][CH2:18][CH2:19]3)[C:14](=[O:21])[NH:13][N:12]=2)[CH:6]=[CH:7][C:8]=1[O:9][CH3:10].Br[CH2:23][CH2:24][CH3:25].C(OC1C=C(C2[C@H]3[C@H](CC=CC3)C(=O)NN=2)C=CC=1OC)C>>[CH3:1][O:2][C:3]1[CH:4]=[C:5]([C:11]2[C@H:20]3[C@H:15]([CH2:16][CH2:17][CH2:18][CH2:19]3)[C:14](=[O:21])[N:13]([CH2:23][CH2:24][CH3:25])[N:12]=2)[CH:6]=[CH:7][C:8]=1[O:9][CH3:10]. Procedure details: Prepared from compound 1 and 1-bromopropane as described for compound 6. Purified by chromatography (dichloromethane). Crystallized from petroleum ether (60-95° C.). M.p. 95-96° C. Starting materials: Ethyl, Cl.C(#C)C1=CC=C(OCCCN2C3CCC(C2)CC3)C=C1 (2-[3-(4-ethynylphenoxy)propane-1-yl]-2-azabicyclo[2.2.2]octane hydrochloride), C12N(CC(CC1)CC2)CCCOC2=CC=C(C=C2)C#CC(=O)OCC (ethyl 4-[3-(2-azabicyclo[2.2.2]octan-2-yl)propoxy]phenylpropiolate), Cl (HCl), ( c ). The solvent is C(C)OCC (ethyl ether). The product is C12N(CC(CC1)CC2)CCCOC2=CC=C(C=C2)C#CC(=O)OCC (ethyl 4-[3-(2-azabicyclo[2.2.2]octan-2-yl)propoxy]phenylpropiolate), Cl.C12N(CC(CC1)CC2)CCCOC2=CC=C(C=C2)C#CC(=O)OCC (ethyl 4-[3-(2-azabicyclo[2.2.2]octan-2-yl)propoxy]phenylpropiolate hydrochloride). RXN SMILES: [ClH:1].C(C1C=CC(OCCCN2CC3CCC2CC3)=CC=1)#C.[CH:22]12[CH2:29][CH2:28][CH:25]([CH2:26][CH2:27]1)[CH2:24][N:23]2[CH2:30][CH2:31][CH2:32][O:33][C:34]1[CH:39]=[CH:38][C:37]([C:40]#[C:41][C:42]([O:44][CH2:45][CH3:46])=[O:43])=[CH:36][CH:35]=1.Cl>C(OCC)C>[CH:22]12[CH2:29][CH2:28][CH:25]([CH2:26][CH2:27]1)[CH2:24][N:23]2[CH2:30][CH2:31][CH2:32][O:33][C:34]1[CH:39]=[CH:38][C:37]([C:40]#[C:41][C:42]([O:44][CH2:45][CH3:46])=[O:43])=[CH:36][CH:35]=1.[ClH:1].[CH:22]12[CH2:29][CH2:28][CH:25]([CH2:26][CH2:27]1)[CH2:24][N:23]2[CH2:30][CH2:31][CH2:32][O:33][C:34]1[CH:39]=[CH:38][C:37]([C:40]#[C:41][C:42]([O:44][CH2:45][CH3:46])=[O:43])=[CH:36][CH:35]=1 |f:0.1,6.7|. Reported procedure: Ethyl 4-[3-(2-azabicyclo[2.2 2]octan-2-yl)propoxy]phenylpropiolate (compound 11) was prepared from compound 10 according to the method of example 2, then compound 11 was treated with HCl in ethyl ether in accordance with the method of example 1 (c). Ethyl 4-[3-(2-azabicyclo[2.2.2]octan-2-yl) propoxy]phenylpropiolate hydrochloride (compound 12) was obtained as a pale yellow crystal. The physical data is shown as follows. Reactants: CO, Cc1ccccc1, ClC(Cl)=COc1cccc(CBr)c1, [Na+], O, Cc1ccc(S(=O)(=O)[O-])cc1. The product is OCc1cccc(OC=C(Cl)Cl)c1. As a reaction SMILES: [CH3:26][OH:27].[CH3:29][c:30]1[cH:31][cH:32][cH:33][cH:34][cH:35]1.[Cl:1][C:2](=[CH:3][O:4][c:5]1[cH:6][c:7]([CH2:8][Br:9])[cH:10][cH:11][cH:12]1)[Cl:13].[Na+:25].[OH2:28].[c:14]1([CH3:15])[cH:16][cH:17][c:18]([S:19]([O-:20])(=[O:21])=[O:22])[cH:23][cH:24]1>>[Cl:1][C:2](=[CH:3][O:4][c:5]1[cH:6][c:7]([CH2:8][OH:21])[cH:10][cH:11][cH:12]1)[Cl:13]. Starting materials: BrC=1C=NC=C(C1)I (3-bromo-5-iodo-pyridine), C(C)(C)(C)OC(=O)N1CCC(CC1)N1N=CC(=C1)B1OC(C(O1)(C)C)(C)C (4-[4-(4,4,5,5-tetramethyl-[1,3,2]dioxaborolan-2-yl)-pyrazol-1-yl]-piperidin-1-carboxylic acid tert.butyl ester), O.O.O.P(=O)([O-])([O-])[O-].[K+].[K+].[K+] (tri-potassium-phosphate-trihydrate). The reagents and catalysts are C1=CC=C(C=C1)P(C2=CC=CC=C2)C3=CC=CC=C3.C1=CC=C(C=C1)P(C2=CC=CC=C2)C3=CC=CC=C3.Cl[Pd]Cl (bis-(triphenylphosphine)-palladium(II)-chloride). The solvent is COCCOC (1,2-dimethoxyethane). Run at temperature 80 celsius, time 16 hour. The product is C(C)(C)(C)OC(=O)N1CCC(CC1)N1N=CC(=C1)C=1C=NC=C(C1)Br (4-[4-(5-bromo-pyridin-3-yl)-pyrazol-1-yl]-piperidine-1-carboxylic acid tert-butyl-ester). As a reaction SMILES: [Br:1][C:2]1[CH:3]=[N:4][CH:5]=[C:6](I)[CH:7]=1.[C:9]([O:13][C:14]([N:16]1[CH2:21][CH2:20][CH:19]([N:22]2[CH:26]=[C:25](B3OC(C)(C)C(C)(C)O3)[CH:24]=[N:23]2)[CH2:18][CH2:17]1)=[O:15])([CH3:12])([CH3:11])[CH3:10].O.O.O.P([O-])([O-])([O-])=O.[K+].[K+].[K+]>COCCOC.C1C=CC(P(C2C=CC=CC=2)C2C=CC=CC=2)=CC=1.C1C=CC(P(C2C=CC=CC=2)C2C=CC=CC=2)=CC=1.Cl[Pd]Cl>[C:9]([O:13][C:14]([N:16]1[CH2:17][CH2:18][CH:19]([N:22]2[CH:26]=[C:25]([C:6]3[CH:5]=[N:4][CH:3]=[C:2]([Br:1])[CH:7]=3)[CH:24]=[N:23]2)[CH2:20][CH2:21]1)=[O:15])([CH3:12])([CH3:10])[CH3:11] |f:2.3.4.5.6.7.8,10.11.12|. Procedure details: A slurry of 2.50 g (8.81 mmol) 3-bromo-5-iodo-pyridine, 3.66 g (9.7 mmol) 4-[4-(4,4,5,5-tetramethyl-[1,3,2]dioxaborolan-2-yl)-pyrazol-1-yl]-piperidin-1-carboxylic acid tert.butyl ester (synthesis described in WO 2007/066187) and 3.74 g (17.6 mmol) tri-potassium-phosphate-trihydrate in 30 ml 1,2-dimethoxyethane was heated to 80° C. under nitrogen. Then 618 mg (0.88 mmol) bis-(triphenylphosphine)-palladium(II)-chloride were added. The reaction mixture was stirred for 16 hours at 80° C. The reactio...